Dataset: the Open Reaction Database (ORD), a public repository of structured organic reaction records. Task: describe an organic reaction: reactants, conditions, products, and yield Reactants: ClC1=NC=NC(=C1C#CC=1C=NC(=CC1)N)CC (4-chloro-6-ethyl-5-(6-amino-pyridin-3-ylethynyl)-pyrimidine), CO (MeOH), C(=O)([O-])[O-].[Cs+].[Cs+] (Cs2CO3), CCO (EtOH). Reagents/catalysts: Cl[Pd]([P](C1=CC=CC=C1)(C2=CC=CC=C2)C3=CC=CC=C3)([P](C4=CC=CC=C4)(C5=CC=CC=C5)C6=CC=CC=C6)Cl (bis-(triphenylphoshine)palladium(II) chloride). The solvent is COCCOC (DME). Conditions: temperature 130 celsius, time 1 hour. Yields the product COC(C1=CC=C(C=C1)C1=NC=NC(=C1C#CC=1C=NC(=CC1)N)CC)=O (4-[5-(6-Amino-pyridin-3-ylethynyl)-6-ethyl-pyrimidin-4-yl]-benzoic acid methyl ester). RXN SMILES: Cl[C:2]1[C:7]([C:8]#[C:9][C:10]2[CH:11]=[N:12][C:13]([NH2:16])=[CH:14][CH:15]=2)=[C:6]([CH2:17][CH3:18])[N:5]=[CH:4][N:3]=1.[C:19]([O-:22])([O-])=O.[Cs+].[Cs+].[CH3:25][CH2:26]O.[CH3:28][OH:29]>COCCOC.Cl[Pd](Cl)([P](C1C=CC=CC=1)(C1C=CC=CC=1)C1C=CC=CC=1)[P](C1C=CC=CC=1)(C1C=CC=CC=1)C1C=CC=CC=1>[CH3:28][O:29][C:19](=[O:22])[C:26]1[CH:25]=[CH:2][C:7]([C:2]2[C:7]([C:8]#[C:9][C:10]3[CH:11]=[N:12][C:13]([NH2:16])=[CH:14][CH:15]=3)=[C:6]([CH2:17][CH3:18])[N:5]=[CH:4][N:3]=2)=[CH:6][CH:17]=1 |f:1.2.3,^1:38,57|. Procedure details: The title compound is synthesized according to general procedure GP4 starting from 2.0 g (7.73 mmol) 4-chloro-6-ethyl-5-(6-amino-pyridin-3-ylethynyl)-pyrimidine using 2.1 g (11.6 mmol) 4-methoxycarbonylphenyl boronic acid, 271.3 mg (0.39 mmol) bis-(triphenylphoshine)palladium(II) chloride, 5.7 mL (11.5 mmol) of an aqueous 2 M Cs2CO3 solution and 2 mL EtOH in 5 mL DME. The reaction mixture is stirred for 1 h at 130° C. in the microwave. The reaction mixture is suspended in MeOH and the precipitat... Starting materials: ClC1=CC=C(C=C1)C=1C=2N(C=NC1)C=NN2 (8-(4-chlorophenyl)-1,2,4-triazolo[4,3-c]pyrimidine), product. Run in CO (methanol). The product is ClC1=CC=C(C=C1)C=1C=2N(C=NC1)N=CN2 (8-(4-Chlorophenyl)-1,2,4-triazolo[1,5-c]pyrimidine). RXN SMILES: [Cl:1][C:2]1[CH:7]=[CH:6][C:5]([C:8]2[C:9]3[N:10]([CH:14]=[N:15][N:16]=3)[CH:11]=[N:12][CH:13]=2)=[CH:4][CH:3]=1>CO>[Cl:1][C:2]1[CH:7]=[CH:6][C:5]([C:8]2[C:9]3[N:16]([N:15]=[CH:14][N:10]=3)[CH:11]=[N:12][CH:13]=2)=[CH:4][CH:3]=1. Procedure: A mixture of 1.76 g. of 8-(4-chlorophenyl)-1,2,4-triazolo[4,3-c]pyrimidine and 25 ml. of methanol is heated at the reflux temperature for 18 hours. The reaction mixture is cooled to room temperature to separate a crystalline material which is collected by filtration to give 1.53 g. (83%) of the product of the example, m.p. 154°-155° C. Reactants: [Na+].[Na+].NC=1C=C(C(=O)NC2=C(C=3C=CC=C(C3C=C2)S(=O)(=O)[O-])S(=O)(=O)[O-])C=CC1 (2-(m-aminobenzamido)-1,5-naphthalenedisulfonic acid disodium salt), C([O-])([O-])=O.[Na+].[Na+] (sodium carbonate), C(C)O (ethyl alcohol). Run in O (water). Reaction conditions: time 20 minute. Product: [Na+].[Na+].[Na+].[Na+].N(C(=O)NC1=CC(=CC=C1)C(=O)NC1=C(C=2C=CC=C(C2C=C1)S(=O)(=O)[O-])S(=O)(=O)[O-])C1=CC(=CC=C1)C(=O)NC1=C(C=2C=CC=C(C2C=C1)S(=O)(=O)[O-])S(=O)(=O)[O-] (2,2'-[Ureylenebis(m-phenylenecarbonylimino)]di-1,5-naphthalenedisulfonic acid tetrasodium salt). Reaction SMILES: [Na+:1].[Na+].[NH2:3][C:4]1[CH:5]=[C:6]([CH:28]=[CH:29][CH:30]=1)[C:7]([NH:9][C:10]1[CH:19]=[CH:18][C:17]2[C:16]([S:20]([O-:23])(=[O:22])=[O:21])=[CH:15][CH:14]=[CH:13][C:12]=2[C:11]=1[S:24]([O-:27])(=[O:26])=[O:25])=[O:8].[C:31](=[O:34])([O-])[O-].[Na+].[Na+].[CH2:37]([OH:39])[CH3:38]>O>[Na+:1].[Na+:1].[Na+:1].[Na+:1].[NH:3]([C:4]1[CH:30]=[CH:29][CH:28]=[C:38]([C:37]([NH:9][C:10]2[CH:19]=[CH:18][C:17]3[C:16]([S:20]([O-:23])(=[O:22])=[O:21])=[CH:15][CH:14]=[CH:13][C:12]=3[C:11]=2[S:24]([O-:27])(=[O:26])=[O:25])=[O:39])[CH:5]=1)[C:31]([NH:3][C:4]1[CH:30]=[CH:29][CH:28]=[C:6]([C:7]([NH:9][C:10]2[CH:19]=[CH:18][C:17]3[C:16]([S:20]([O-:23])(=[O:22])=[O:21])=[CH:15][CH:14]=[CH:13][C:12]=3[C:11]=2[S:24]([O-:27])(=[O:26])=[O:25])=[O:8])[CH:5]=1)=[O:34] |f:0.1.2,3.4.5,8.9.10.11.12|. Procedure details: To a stirred solution of 10.0 g of 2-(m-aminobenzamido)-1,5-naphthalenedisulfonic acid disodium salt prepared as in Example 2) and 22.4 g of anhydrous sodium carbonate in 250 ml of water is bubbled in phosgene at room temperature for 35 minutes before a thick translucent gel is formed. The gas diffuser is removed and stirring speed is increased considerably. The resulting mixture is changed to a white solid after about 20 minutes of stirring (at this point the mixture is not acid to Congo Red). ... Starting materials: NCCOP1(OCCO1)=O (2-(2-aminoethoxy)-2-oxo-1,3,2-dioxaphospholane), C(C)#N (acetonitrile), CN(C)C (trimethylamine). Product: [OH-].NCCOP(=O)(OCC[N+](C)(C)C)O (2-[(2-Aminoethoxyhydroxyphosphinyl)oxy]-N,N,N-trimethylethanaminium hydroxide). Reaction SMILES: [NH2:1][CH2:2][CH2:3][O:4][P:5]1(=[O:10])[O:9]C[CH2:7][O:6]1.[CH3:11][N:12]([CH3:14])[CH3:13].[C:15](#N)C>>[OH-:4].[NH2:1][CH2:2][CH2:3][O:4][P:5]([OH:10])([O:6][CH2:7][CH2:11][N+:12]([CH3:15])([CH3:14])[CH3:13])=[O:9] |f:3.4|. Procedure: 2-(2-aminoethoxy)-2-oxo-1,3,2-dioxaphospholane was dissolved in acetonitrile (20 ml) and added to trimethylamine (14.3 ml) in a glass pressure bottle stored in liquid nitrogen. The pressure bottle was closed, allowed to warm to ambient temperature over 0.5 hour and was then warmed to 60° C. for 16 hours. A pale yellow gum was deposited during this time. Excess trimethylamine was bubbled off and the supernatant decanted. The gum was dissolved in methanol, preabsorbed onto silica gel and purified ... Starting materials: C1CCOC1, C=C1CCC(C(=O)N(c2cc(-c3ccccc3)sc2C(=O)OC)C(C)C)CC1, CO, [Li+], [OH-], O, O. Product: C=C1CCC(C(=O)N(c2cc(-c3ccccc3)sc2C(=O)O)C(C)C)CC1. RXN SMILES: [CH2:32]1[O:33][CH2:34][CH2:35][CH2:36]1.[CH3:1][O:2][C:3](=[O:4])[c:5]1[s:6][c:7](-[c:23]2[cH:24][cH:25][cH:26][cH:27][cH:28]2)[cH:8][c:9]1[N:10]([C:11](=[O:12])[CH:13]1[CH2:14][CH2:15][C:16](=[CH2:19])[CH2:17][CH2:18]1)[CH:20]([CH3:21])[CH3:22].[CH3:37][OH:38].[Li+:30].[OH-:29].[OH2:31].[OH2:39]>>[O:2]=[C:3]([OH:4])[c:5]1[s:6][c:7](-[c:23]2[cH:24][cH:25][cH:26][cH:27][cH:28]2)[cH:8][c:9]1[N:10]([C:11](=[O:12])[CH:13]1[CH2:14][CH2:15][C:16](=[CH2:19])[CH2:17][CH2:18]1)[CH:20]([CH3:21])[CH3:22]. Reactants: C1(CC1)CCNC(=O)C=1N=NC(=CC1)Cl (6-chloropyridazine-3-carboxylic acid (2-cyclopropylethyl)amide), N1(CCNCC1)C(=O)C1OCCC1 (piperazin-1-yl-(tetrahydrofuran-2-yl)methanone). Product: C1(CC1)CCNC(=O)C=1N=NC(=CC1)N1CCN(CC1)C(=O)C1OCCC1 (6-[4-(TETRAHYDROFURAN-2-CARBONYL)PIPERAZIN-1-YL]PYRIDAZINE-3-CARBOXYLIC ACID (2-CYCLOPROPYLETHYL)AMIDE), solid. Yield: 47.0%. RXN SMILES: [CH:1]1([CH2:4][CH2:5][NH:6][C:7]([C:9]2[N:10]=[N:11][C:12](Cl)=[CH:13][CH:14]=2)=[O:8])[CH2:3][CH2:2]1.[N:16]1([C:22]([CH:24]2[CH2:28][CH2:27][CH2:26][O:25]2)=[O:23])[CH2:21][CH2:20][NH:19][CH2:18][CH2:17]1>>[CH:1]1([CH2:4][CH2:5][NH:6][C:7]([C:9]2[N:10]=[N:11][C:12]([N:19]3[CH2:20][CH2:21][N:16]([C:22]([CH:24]4[CH2:28][CH2:27][CH2:26][O:25]4)=[O:23])[CH2:17][CH2:18]3)=[CH:13][CH:14]=2)=[O:8])[CH2:3][CH2:2]1. Procedure: Following the procedure of Example 15, making variations only as required to use 6-chloropyridazine-3-carboxylic acid (2-cyclopropylethyl)amide in place of 6-chloropyridazine-3-carboxylic acid (2-cyclopropyl-2-hydroxyethyl)amide to react with piperazin-1-yl-(tetrahydrofuran-2-yl)methanone, the title compound was obtained as a white solid (47% yield). 1H NMR (400 MHz, CDCl3) δ 8.12-7.88, 6.97, 4.64-4.60, 3.93-3.42, 2.56-2.35, 2.10-1.93, 1.52-1.38, 0.84-0.62, 0.50-0.38, 0.17-0.05. MS (ES+) m/z 374...